From a dataset of the Open Reaction Database (ORD), a public repository of structured organic reaction records. describe an organic reaction: reactants, conditions, products, and yield Reactants: CCOC(=O)C(C)Br, O=C([O-])[O-], CCC(C)=O, CN(c1ccc(O)cc1)c1nc2cc(Cl)ccc2o1, [K+], [K+]. The product is CCOC(=O)C(C)Oc1ccc(N(C)c2nc3cc(Cl)ccc3o2)cc1. Reaction SMILES: [Br:20][CH:21]([C:22](=[O:23])[O:24][CH2:25][CH3:26])[CH3:27].[C:28](=[O:29])([O-:30])[O-:31].[CH2:34]([C:35]([CH3:36])=[O:37])[CH3:38].[CH3:1][N:2]([c:3]1[o:4][c:5]2[c:6]([n:7]1)[cH:8][c:9]([Cl:12])[cH:10][cH:11]2)[c:13]1[cH:14][cH:15][c:16]([OH:19])[cH:17][cH:18]1.[K+:32].[K+:33]>>[CH3:1][N:2]([c:3]1[o:4][c:5]2[c:6]([n:7]1)[cH:8][c:9]([Cl:12])[cH:10][cH:11]2)[c:13]1[cH:14][cH:15][c:16]([O:19][CH:21]([C:22](=[O:23])[O:24][CH2:25][CH3:26])[CH3:27])[cH:17][cH:18]1. Starting materials: OCC1=CC=C(C=C1)CCC=1N=C(SC1CC1=CC=C(C=C1)S(=O)(=O)C)NC(C)=O (N-{4-{2-[4-(Hydroxymethyl)phenyl]ethyl}-5-[4-(methylsulfonyl)benzyl]-1,3-thiazol-2-yl}acetamide), CS(=O)(=O)Cl (MsCl), C(Cl)Cl (CH2Cl2), CN(C)C=O (DMF). The solvent is O (water), CCN(CC)CC (Et3N). Run at time 3.5 hour. Yields the product ClCC1=CC=C(C=C1)CCC=1N=C(SC1CC1=CC=C(C=C1)S(=O)(=O)C)NC(C)=O (N-{4-{2-[4-(chloromethyl)phenyl]ethyl}-5-[4-(methylsulfonyl)benzyl]-1,3-thiazol-2-yl}acetamide). Reaction SMILES: O[CH2:2][C:3]1[CH:8]=[CH:7][C:6]([CH2:9][CH2:10][C:11]2[N:12]=[C:13]([NH:27][C:28](=[O:30])[CH3:29])[S:14][C:15]=2[CH2:16][C:17]2[CH:22]=[CH:21][C:20]([S:23]([CH3:26])(=[O:25])=[O:24])=[CH:19][CH:18]=2)=[CH:5][CH:4]=1.C(Cl)[Cl:32].CN(C=O)C.CS(Cl)(=O)=O>O.CCN(CC)CC>[Cl:32][CH2:2][C:3]1[CH:8]=[CH:7][C:6]([CH2:9][CH2:10][C:11]2[N:12]=[C:13]([NH:27][C:28](=[O:30])[CH3:29])[S:14][C:15]=2[CH2:16][C:17]2[CH:22]=[CH:21][C:20]([S:23]([CH3:26])(=[O:25])=[O:24])=[CH:19][CH:18]=2)=[CH:5][CH:4]=1. Reported procedure: N-{4-{2-[4-(Hydroxymethyl)phenyl]ethyl}-5-[4-(methylsulfonyl)benzyl]-1,3-thiazol-2-yl}acetamide (539.5 mg), CH2Cl2 (5 ml) and DMF (5 ml) were combined under N2 atmosphere. Then, Et3N (0.211 ml) and MsCl (0.108 ml) were added to the suspension at 0° C. The reaction mixture was stirred at r.t. for 3.5 hours. The reaction mixture was poured into water, and extracted with CHCl3. The organic layer was washed with brine, dried over anhydrous MgSO4, and concentrated in vacuo. The residual solid was was...